Dataset: the Open Reaction Database (ORD), a public repository of structured organic reaction records. Task: describe an organic reaction: reactants, conditions, products, and yield Reagents/catalysts: S(O)(O)(=O)=O (sulfuric acid). RXN SMILES: [F:1][C:2]1[CH:3]=[C:4]([CH2:12][C:13]([OH:15])=[O:14])[CH:5]=[CH:6][C:7]=1[C:8]([F:11])([F:10])[F:9].[CH3:16][OH:17]>S(=O)(=O)(O)O>[C:13]([O-:15])(=[O:14])[CH3:12].[CH3:16][O:17][C:13](=[O:14])[CH2:12][C:4]1[CH:5]=[CH:6][C:7]([C:8]([F:9])([F:10])[F:11])=[C:2]([F:1])[CH:3]=1. Reported procedure: A solution of 3-fluoro-4-(trifluoromethyl)phenylacetic acid (2.50 g, 11.25 mmol) in methanol (25 mL) was treated with concentrated sulfuric acid (4 drops). The resulting reaction mixture was heated under reflux for 15 h. The reaction mixture was allowed to cool to 25° C. and then concentrated in vacuo to remove methanol. Flash chromatography (Merck Silica gel 60, 230-400 mesh, 1/1 hexaneslethyl acetate) afforded (3-fluoro-4-trifluoromethyl-phenyl)-acetic acid methyl ester (2.58 g, 97%) as a colo... The product is C(C)(=O)[O-] (acetate), COC(CC1=CC(=C(C=C1)C(F)(F)F)F)=O ((3-fluoro-4-trifluoromethyl-phenyl)-acetic acid methyl ester). Conditions: temperature 25 celsius. Starting materials: FC=1C=C(C=CC1C(F)(F)F)CC(=O)O (3-fluoro-4-(trifluoromethyl)phenylacetic acid), CO (methanol). The yield is 97.0%. Reactants: COc1ccc2c(c1)CCC(CN(C)C)C2=O, Cl, Cl, N#C[K], O. The product is COc1ccc2c(c1)CCC(CC#N)C2=O. Reaction SMILES: [CH3:2][N:3]([CH3:4])[CH2:5][CH:6]1[C:7](=[O:18])[c:8]2[cH:9][cH:10][c:11]([O:16][CH3:17])[cH:12][c:13]2[CH2:14][CH2:15]1.[ClH:19].[ClH:1].[K:20][C:21]#[N:22].[OH2:23]>>[CH2:5]([CH:6]1[C:7](=[O:18])[c:8]2[cH:9][cH:10][c:11]([O:16][CH3:17])[cH:12][c:13]2[CH2:14][CH2:15]1)[C:21]#[N:22]. The reactants are CB(O)O (Methylboronic acid), C(=O)([O-])[O-].[Na+].[Na+] (Na2CO3), ClC1=NC(=CC(=C1CN(C1CCCC2=CC=CC=C12)C)C(=O)N1CCCC1)Cl ((2,6-dichloro-3-{[methyl-(1,2,3,4-tetrahydro-naphthalen-1-yl)-amino]-methyl}-pyridin-4-yl)-pyrrolidin-1-yl-methanone), C(C)C1=C(C(=CC=C1)CC)B(O)O (2,6-diethyl-phenyl boronic acid), C(=O)([O-])[O-].[Na+].[Na+] (Na2CO3), [OH-].[Na+] (NaOH). Reagents/catalysts: C=1C=CC(=CC1)[P](C=2C=CC=CC2)(C=3C=CC=CC3)[Pd]([P](C=4C=CC=CC4)(C=5C=CC=CC5)C=6C=CC=CC6)([P](C=7C=CC=CC7)(C=8C=CC=CC8)C=9C=CC=CC9)[P](C=1C=CC=CC1)(C=1C=CC=CC1)C=1C=CC=CC1 (Pd(PPh3)4), C=1C=CC(=CC1)[P](C=2C=CC=CC2)(C=3C=CC=CC3)[Pd]([P](C=4C=CC=CC4)(C=5C=CC=CC5)C=6C=CC=CC6)([P](C=7C=CC=CC7)(C=8C=CC=CC8)C=9C=CC=CC9)[P](C=1C=CC=CC1)(C=1C=CC=CC1)C=1C=CC=CC1 (Pd(PPh3)4). Run in C1(=CC=CC=C1)C (toluene), C1(=CC=CC=C1)C (toluene), CCCCCC (Hexane). The product is C(C)C1=C(C(=CC=C1)CC)C1=CC(=C(C(=N1)C)CN(C1CCCC2=CC=CC=C12)C)C(=O)N1CCCC1 ((6-(2,6-diethyl-phenyl)-2-methyl-3-{[methyl-(1,2,3,4-tetrahydro-naphthalen-1-yl)amino]-methyl}-pyridin-4-yl)-pyrrolidin-1-yl-methanone). As a reaction SMILES: Cl[C:2]1[C:7]([CH2:8][N:9]([CH3:20])[CH:10]2[C:19]3[C:14](=[CH:15][CH:16]=[CH:17][CH:18]=3)[CH2:13][CH2:12][CH2:11]2)=[C:6]([C:21]([N:23]2[CH2:27][CH2:26][CH2:25][CH2:24]2)=[O:22])[CH:5]=[C:4](Cl)[N:3]=1.[CH2:29]([C:31]1[CH:36]=[CH:35][CH:34]=[C:33]([CH2:37][CH3:38])[C:32]=1B(O)O)[CH3:30].[C:42]([O-])([O-])=O.[Na+].[Na+].CB(O)O.[OH-].[Na+]>C1(C)C=CC=CC=1.C1C=CC([P]([Pd]([P](C2C=CC=CC=2)(C2C=CC=CC=2)C2C=CC=CC=2)([P](C2C=CC=CC=2)(C2C=CC=CC=2)C2C=CC=CC=2)[P](C2C=CC=CC=2)(C2C=CC=CC=2)C2C=CC=CC=2)(C2C=CC=CC=2)C2C=CC=CC=2)=CC=1.CCCCCC>[CH2:29]([C:31]1[CH:36]=[CH:35][CH:34]=[C:33]([CH2:37][CH3:38])[C:32]=1[C:4]1[N:3]=[C:2]([CH3:42])[C:7]([CH2:8][N:9]([CH3:20])[CH:10]2[C:19]3[C:14](=[CH:15][CH:16]=[CH:17][CH:18]=3)[CH2:13][CH2:12][CH2:11]2)=[C:6]([C:21]([N:23]2[CH2:24][CH2:25][CH2:26][CH2:27]2)=[O:22])[CH:5]=1)[CH3:30] |f:2.3.4,6.7,^1:64,66,85,104|. Procedure: A mixture of (2,6-dichloro-3-{[methyl-(1,2,3,4-tetrahydro-naphthalen-1-yl)-amino]-methyl}-pyridin-4-yl)-pyrrolidin-1-yl-methanone (200 mg, 0.48 mmol), 2,6-diethyl-phenyl boronic acid (85 mg, 0.48 mmol), Na2CO3 (2 M aqueous solution, 0.48 mL, 0.96 mmol), and Pd(PPh3)4 (50 mg) is refluxed in toluene (10 mL) for 18 hours and cooled to room temperature. Methylboronic acid (286 mg, 4.78 mmol), Na2CO3 (2 M aqueous solution, 0.48 mL, 0.96 mmol), and Pd(PPh3)4 (50 mg) are added to the mixture. The resul... Reactants: ClCCCC(=O)C1=CC2=C(OC3=C2C=C(C=C3)C(CCCCl)=O)C=C1 (2,8-bis(4-chlorobutyryl)dibenzofuran), N1CCCCC1 (piperidine), [I-].[K+] (potassium iodide). Solvent: CC(CC)=O (butanone). Yields the product N1(CCCCC1)CCCC(=O)C1=CC2=C(OC3=C2C=C(C=C3)C(CCCN3CCCCC3)=O)C=C1 (2,8-bis(4-piperidinobutyryl)dibenzofuran). Reaction SMILES: Cl[CH2:2][CH2:3][CH2:4][C:5]([C:7]1[CH:25]=[CH:24][C:10]2[O:11][C:12]3[CH:17]=[CH:16][C:15]([C:18](=[O:23])[CH2:19][CH2:20][CH2:21]Cl)=[CH:14][C:13]=3[C:9]=2[CH:8]=1)=[O:6].[NH:26]1[CH2:31][CH2:30][CH2:29][CH2:28][CH2:27]1.[I-].[K+]>CC(=O)CC>[N:26]1([CH2:2][CH2:3][CH2:4][C:5]([C:7]2[CH:25]=[CH:24][C:10]3[O:11][C:12]4[CH:17]=[CH:16][C:15]([C:18](=[O:23])[CH2:19][CH2:20][CH2:21][N:26]5[CH2:31][CH2:30][CH2:29][CH2:28][CH2:27]5)=[CH:14][C:13]=4[C:9]=3[CH:8]=2)=[O:6])[CH2:31][CH2:30][CH2:29][CH2:28][CH2:27]1 |f:2.3|. Procedure details: A mixture of 17.0 g (0.045 mole) of 2,8-bis(4-chlorobutyryl)dibenzofuran, 68.0 g (0.8 mole) of piperidine and 2.0 g of potassium iodide in 500 ml of butanone is heated at reflux for 72 hours then filtered. The filtrate is concentrated to one-half its original volume then diluted with 600 ml of water. The resulting semi-solid is purified by chromatography on neutral alumina using methylene chloride as the eluant. The solvent is removed from the fraction collected leaving a solid residue which is ... Starting materials: CC#N, CC1COc2c(F)c(F)cc3c(=O)c(C(=O)O)cn1c23, NCC1CCNC1. The product is CC1COc2c(N3CCC(CN)C3)c(F)cc3c(=O)c(C(=O)O)cn1c23. As a reaction SMILES: [CH3:28][C:29]#[N:30].[F:1][c:2]1[c:3]([F:20])[c:4]2[c:5]3[n:6]([cH:11][c:12]([C:17](=[O:18])[OH:19])[c:13](=[O:16])[c:14]3[cH:15]1)[CH:7]([CH3:10])[CH2:8][O:9]2.[NH:21]1[CH2:22][CH:23]([CH2:26][NH2:27])[CH2:24][CH2:25]1>>[F:1][c:2]1[c:3]([N:21]2[CH2:22][CH:23]([CH2:26][NH2:27])[CH2:24][CH2:25]2)[c:4]2[c:5]3[n:6]([cH:11][c:12]([C:17](=[O:18])[OH:19])[c:13](=[O:16])[c:14]3[cH:15]1)[CH:7]([CH3:10])[CH2:8][O:9]2. Reactants: C1(=CC=CC=C1)O (phenol), C[O-].[Na+] (sodium methoxide), [I-].[K+] (potassium iodide), BrC(C(=O)OC)C1=CC=C(C=C1)OC1=CC=C(C=C1)Cl (methyl α-bromo-α-[p-(p-chlorophenoxy)phenyl]acetate). Run in CO (methanol), C1=CC=CC=C1 (benzene). Run at time 20 minute. Yields the product C12(CC3CC(CC(C1)C3)C2)C2=CC=C(OC(C(=O)OC)C3=CC=C(C=C3)OC3=CC=C(C=C3)Cl)C=C2 (Methyl α-[p-(1-adamantyl)phenoxy]-α-[p-(p-chlorophenoxy)phenyl]acetate). Reaction SMILES: [C:1]1(O)[CH:6]=[CH:5][CH:4]=[CH:3][CH:2]=1.[CH3:8][O-:9].[Na+].[I-].[K+].Br[CH:14]([C:19]1[CH:24]=[CH:23][C:22]([O:25][C:26]2[CH:31]=[CH:30][C:29]([Cl:32])=[CH:28][CH:27]=2)=[CH:21][CH:20]=1)[C:15]([O:17][CH3:18])=[O:16]>CO.C1C=CC=CC=1>[C:3]12([C:26]3[CH:31]=[CH:30][C:8]([O:9][CH:14]([C:19]4[CH:24]=[CH:23][C:22]([O:25][C:26]5[CH:31]=[CH:30][C:29]([Cl:32])=[CH:28][CH:27]=5)=[CH:21][CH:20]=4)[C:15]([O:17][CH3:18])=[O:16])=[CH:28][CH:27]=3)[CH2:4][CH:5]3[CH2:14][CH:19]([CH2:24][CH:1]([CH2:6]3)[CH2:2]1)[CH2:20]2 |f:1.2,3.4|. Procedure: To a solution of 5.7 g of p-(1-adamantyl))phenol, 1.19 g of sodium methoxide and 50 mg of potassium iodide in 40 ml of methanol is added 7.11 g of methyl α-bromo-α-[p-(p-chlorophenoxy)phenyl]acetate in 10 ml of benzene. After 20 minutes, a white solid separates. The mixture is refluxed overnight, cooled and filtered to remove the white solid. The solid is heated in 50 ml of hot chloroform and filtered to remove a small amount of insoluble residue. The filtrate is diluted with 50 ml of hexane and...